This data is from the Open Reaction Database (ORD), a public repository of structured organic reaction records. The task is: describe an organic reaction: reactants, conditions, products, and yield Starting materials: NC1=CC=CC=C1 (aniline), C(C=C)(=O)OCC (ethyl acrylate), [Sn](Cl)(Cl)(Cl)Cl (tin tetrachloride). The solvent is C1=CC=CC=C1 (benzene). The product is C1(=CC=CC=C1)NCCC(=O)OCC (Ethyl 3-(phenylamino)propanoate). The yield is 60.2%. Reaction SMILES: [NH2:1][C:2]1[CH:7]=[CH:6][CH:5]=[CH:4][CH:3]=1.[C:8]([O:12][CH2:13][CH3:14])(=[O:11])[CH:9]=[CH2:10].[Sn](Cl)(Cl)(Cl)Cl>C1C=CC=CC=1>[C:2]1([NH:1][CH2:10][CH2:9][C:8]([O:12][CH2:13][CH3:14])=[O:11])[CH:7]=[CH:6][CH:5]=[CH:4][CH:3]=1. Reported procedure: According to the procedure of P. L. Southwick, J. Am. Chem. Soc. 75 3413 (1953), to a solution of aniline (31.86 g, 0.35 mol) and ethyl acrylate (35.0 g, 0.35 mol) in 200 ml of dry benzene (freshly distilled from CaH2) was added 0.5 ml of tin tetrachloride and the resulting solution was heated under reflux for 24 h. After cooling to room temperature the suspension was filtered to remove the inorganic solids and then concentrated in vacuo to give a dark green oil which was chromatographed on sili... Reactants: C(C)(C)[N-]C(C)C.[Li+] (Lithium diisopropylamide), C1(CCCCC1)CC(=O)OCC (ethyl cyclohexylacetate), FC1=CC=C(C(=O)C2=CC=C(C=C2)F)C=C1 (4,4'-difluorobenzophenone). Run in O1CCCC1 (tetrahydrofuran). Run at temperature -70 celsius, time 0.5 hour. The product is C1(CCCCC1)C(C(=O)OCC)C(O)(C1=CC=C(C=C1)F)C1=CC=C(C=C1)F (Ethyl 2-cyclohexyl-3,3-bis(4-fluorophenyl)-3-hydroxypropionate). The yield is 813.5%. As a reaction SMILES: C([N-]C(C)C)(C)C.[Li+].[CH:9]1([CH2:15][C:16]([O:18][CH2:19][CH3:20])=[O:17])[CH2:14][CH2:13][CH2:12][CH2:11][CH2:10]1.[F:21][C:22]1[CH:36]=[CH:35][C:25]([C:26]([C:28]2[CH:33]=[CH:32][C:31]([F:34])=[CH:30][CH:29]=2)=[O:27])=[CH:24][CH:23]=1>O1CCCC1>[CH:9]1([CH:15]([C:26]([C:25]2[CH:35]=[CH:36][C:22]([F:21])=[CH:23][CH:24]=2)([C:28]2[CH:29]=[CH:30][C:31]([F:34])=[CH:32][CH:33]=2)[OH:27])[C:16]([O:18][CH2:19][CH3:20])=[O:17])[CH2:14][CH2:13][CH2:12][CH2:11][CH2:10]1 |f:0.1|. Procedure: Lithium diisopropylamide (56 mL of 1.8M, 100 mmol) was added to a solution of ethyl cyclohexylacetate (16.0 g, 100 mmol) in 50 mL tetrahydrofuran at -40° C. and the solution stirred for 0.5 hour. After further cooling to -70° C., 4,4'-difluorobenzophenone (10.9 g, 50 mmol) was added and the solution stirred for 1 hour at -70° C. and then allowed to warm to -10° C. during the next 2 hrs. The reaction was quenched with 2N hydrochloric acid and extracted with diethyl ether. The extracts were dried ... Reactants: COC1=CC=C2C(CC(OC2=C1)(C)C)=O (7-methoxy-2,2-dimethyl-4-chromanone), O1CCCC1 (tetrahydrofuran), sodium tetrahydro borate. The reagents and catalysts are [Pd](Cl)Cl (palladium chloride). Solvent: O (water). Reaction conditions: temperature 0 celsius, time 20 minute. Product: COC1=CC=C2C=CC(OC2=C1)(C)C (7-methoxy-2,2-dimethyl-2H-chromene). The yield is 92.0%. Reaction SMILES: [CH3:1][O:2][C:3]1[CH:12]=[C:11]2[C:6]([C:7](=O)[CH2:8][C:9]([CH3:14])([CH3:13])[O:10]2)=[CH:5][CH:4]=1.O1CCCC1>[Pd](Cl)Cl.O>[CH3:1][O:2][C:3]1[CH:12]=[C:11]2[C:6]([CH:7]=[CH:8][C:9]([CH3:14])([CH3:13])[O:10]2)=[CH:5][CH:4]=1. Reported procedure: A mixture of 2.1 g (10 millimoles) of 7-methoxy-2,2-dimethyl-4-chromanone, 50 ml of tetrahydrofuran, 20 ml of water, 2.66 g (15 millimoles) of palladium chloride and 4.2 g (0.11 mole) of sodium tetrahydro borate is stirred at 0° C for 20 minutes and thereafter at 5° C. for a further 4 hours. The reaction mixture is filtered, the filtrate extracted twice with 50 ml of chloroform each. The solvent is distilled off, the residue taken up in 50 ml of toluene and distilled in the presence of anhydrous...